From a dataset of the Open Reaction Database (ORD), a public repository of structured organic reaction records. describe an organic reaction: reactants, conditions, products, and yield Starting materials: ClC1=CC=C(C(=O)C2=CC(=CN2C)C=O)C=C1 (5-(4-chlorobenzoyl)-1-methyl-1H-pyrrole-3-carboxaldehyde), IC=1N=CN(C1)C(C1=CC=CC=C1)(C1=CC=CC=C1)C1=CC=CC=C1 (4-iodo-1-tritylimidazole), C(C)[Mg]Br (ethylmagnesium bromide), O (water). The solvent is C(Cl)Cl (CH2Cl2), C(Cl)Cl (CH2Cl2), CCOCC (Et2O). Run at time 1 hour. The product is ClC1=CC=C(C=C1)C(=O)C=1N(C=C(C1)C(C=1N=CN(C1)C(C1=CC=CC=C1)(C1=CC=CC=C1)C1=CC=CC=C1)O)C ((4-chlorophenyl)-{4-[hydroxy-(1-trityl-1H-imidazol-4-yl)-methyl]-1-methyl-1H-pyrrol-2yl}-methanone). The yield is 138.9%. As a reaction SMILES: I[C:2]1[N:3]=[CH:4][N:5]([C:7]([C:20]2[CH:25]=[CH:24][CH:23]=[CH:22][CH:21]=2)([C:14]2[CH:19]=[CH:18][CH:17]=[CH:16][CH:15]=2)[C:8]2[CH:13]=[CH:12][CH:11]=[CH:10][CH:9]=2)[CH:6]=1.C([Mg]Br)C.[Cl:30][C:31]1[CH:46]=[CH:45][C:34]([C:35]([C:37]2[N:41]([CH3:42])[CH:40]=[C:39]([CH:43]=[O:44])[CH:38]=2)=[O:36])=[CH:33][CH:32]=1.O>C(Cl)Cl.CCOCC>[Cl:30][C:31]1[CH:46]=[CH:45][C:34]([C:35]([C:37]2[N:41]([CH3:42])[CH:40]=[C:39]([CH:43]([OH:44])[C:2]3[N:3]=[CH:4][N:5]([C:7]([C:8]4[CH:13]=[CH:12][CH:11]=[CH:10][CH:9]=4)([C:20]4[CH:21]=[CH:22][CH:23]=[CH:24][CH:25]=4)[C:14]4[CH:15]=[CH:16][CH:17]=[CH:18][CH:19]=4)[CH:6]=3)[CH:38]=2)=[O:36])=[CH:33][CH:32]=1. Reported procedure: To 4.4 g (0.01 mole) 4-iodo-1-tritylimidazole in 80 mL of CH2Cl2 was added dropwise 3.3 mL of 3.0 M ethylmagnesium bromide in Et2O. After stirring for 1 h, a solution of 1.0 g (0.004 mole) of 5-(4-chlorobenzoyl)-1-methyl-1H-pyrrole-3-carboxaldehyde in 10 mL of CH2Cl2 was added dropwise. The resulting reaction mixture was stirred for 2.5 h after which it was poured into water. The solid was filtered off through celite. The organics from the filtrate were separated off, washed with water, brine an... The reactants are [OH-].[Na+] (sodium hydroxide), FC1=CC=C(C=C1)N1C=C(C(=O)OC)C(C=C1C=CC=1C=NC=CC1)=O (methyl 1-(4-fluorophenyl)-6-[2-(pyridin-3-yl)ethenyl]-4-oxo-1,4-dihydronicotinate), C(C)(=O)O (acetic acid). The solvent is C(C)O (ethanol). Product: FC1=CC=C(C=C1)N1C=C(C(=O)O)C(C=C1C=CC=1C=NC=CC1)=O (1-(4-fluorophenyl)-6-[2-(pyridin-3-yl)ethenyl]-4-oxo-1,4-dihydronicotinic acid). Isolated yield 82.6%. As a reaction SMILES: [OH-].[Na+].[F:3][C:4]1[CH:9]=[CH:8][C:7]([N:10]2[C:19]([CH:20]=[CH:21][C:22]3[CH:23]=[N:24][CH:25]=[CH:26][CH:27]=3)=[CH:18][C:17](=[O:28])[C:12]([C:13]([O:15]C)=[O:14])=[CH:11]2)=[CH:6][CH:5]=1.C(O)(=O)C>C(O)C>[F:3][C:4]1[CH:5]=[CH:6][C:7]([N:10]2[C:19]([CH:20]=[CH:21][C:22]3[CH:23]=[N:24][CH:25]=[CH:26][CH:27]=3)=[CH:18][C:17](=[O:28])[C:12]([C:13]([OH:15])=[O:14])=[CH:11]2)=[CH:8][CH:9]=1 |f:0.1|. Procedure details: In a mixture of 9 ml of ethanol and 9 ml of a 10% by weight aqueous sodium hydroxide solution was suspended 0.45 g of methyl 1-(4-fluorophenyl)-6-[2-(pyridin-3-yl)ethenyl]-4-oxo-1,4-dihydronicotinate and the suspension was subjected to reaction at room temperature for 30 minutes. After completion of the reaction, the reaction mixture was adjusted to a pH of 6.0 with acetic acid, and the precipitated crystals were collected by filtration and dried to obtain 0.357 g of 1-(4-fluorophenyl)-6-[2-(pyr...